This data is from the Open Reaction Database (ORD), a public repository of structured organic reaction records. The task is: describe an organic reaction: reactants, conditions, products, and yield Starting materials: CC=1C(=NC=CC1)[C@@H]1N[C@@H](CCC1)C1=NC=CC=C1C ((2′R,6′S)-3,3″-dimethyl-1′,2′,3′,4′,5′,6′-hexahydro-[2,2′;6′,2″]terpyridine), Br.BrCC1=CC=NC=C1 (4-(bromomethyl)pyridine hyrdobromide), CCN(C(C)C)C(C)C (DIPEA). The solvent is CC#N (CH3CN). Run at time 15.5 hour. Product: CC=1C(=NC=CC1)[C@@H]1N([C@@H](CCC1)C1=NC=CC=C1C)CC1=CC=NC=C1 ((2′R,6′S)-3,3″-Dimethyl-1′-pyridin-4-ylmethyl-1′,2′,3′,4′,5′,6′-hexahydro-[2,2′;6′,2″]terpyridine). The yield is 50.4%. RXN SMILES: [CH3:1][C:2]1[C:3]([C@H:8]2[CH2:13][CH2:12][CH2:11][C@@H:10]([C:14]3[C:19]([CH3:20])=[CH:18][CH:17]=[CH:16][N:15]=3)[NH:9]2)=[N:4][CH:5]=[CH:6][CH:7]=1.Br.Br[CH2:23][C:24]1[CH:29]=[CH:28][N:27]=[CH:26][CH:25]=1.CCN(C(C)C)C(C)C>CC#N>[CH3:1][C:2]1[C:3]([C@H:8]2[CH2:13][CH2:12][CH2:11][C@@H:10]([C:14]3[C:19]([CH3:20])=[CH:18][CH:17]=[CH:16][N:15]=3)[N:9]2[CH2:23][C:24]2[CH:29]=[CH:28][N:27]=[CH:26][CH:25]=2)=[N:4][CH:5]=[CH:6][CH:7]=1 |f:1.2|. Reported procedure: A solution of (2′R,6′S)-3,3″-dimethyl-1′,2′,3′,4′,5′,6′-hexahydro-[2,2′;6′,2″]terpyridine (163 mg, 0.609 mmol), 4-(bromomethyl)pyridine hyrdobromide (185 mg, 0.730 mmol), DIPEA (256 μL, 1.52 mmol) and KI (10 mg, 0.060 mmol) in CH3CN (6 mL) was warmed to 50° C. and stirred for 15.5 h according to General Procedure A. Purification by flash chromatography on silica gel using CH2Cl2/MeOH/NH4OH (94:5:1) afforded COMPOUND 74 (110 mg, 37%) as an orange oily solid. 1H NMR (CDCl3) δ 1.63-1.73 (m, 3H), 2.... Reactants: ClCCCl, CC(C)C(Nc1cccnc1)C(=O)O, CCN(C(C)C)C(C)C, CC1(C)CNCCC1(O)c1ccc(Cl)cc1, CN(C)C=O, On1nnc2ccccc21. The product is CC(C)C(Nc1cccnc1)C(=O)N1CCC(O)(c2ccc(Cl)cc2)C(C)(C)C1. Reaction SMILES: [CH2:31]([Cl:32])[CH2:33][Cl:34].[CH3:1][CH:2]([CH:3]([C:4](=[O:5])[OH:6])[NH:7][c:8]1[cH:9][n:10][cH:11][cH:12][cH:13]1)[CH3:14].[CH:45]([N:46]([CH2:47][CH3:48])[CH:49]([CH3:50])[CH3:51])([CH3:52])[CH3:53].[Cl:15][c:16]1[cH:17][cH:18][c:19]([C:22]2([OH:30])[C:23]([CH3:28])([CH3:29])[CH2:24][NH:25][CH2:26][CH2:27]2)[cH:20][cH:21]1.[O:54]=[CH:55][N:56]([CH3:57])[CH3:58].[OH:35][n:36]1[c:37]2[c:38]([cH:39][cH:40][cH:41][cH:42]2)[n:43][n:44]1>>[CH3:1][CH:2]([CH:3]([C:4](=[O:6])[N:25]1[CH2:24][C:23]([CH3:28])([CH3:29])[C:22]([c:19]2[cH:18][cH:17][c:16]([Cl:15])[cH:21][cH:20]2)([OH:30])[CH2:27][CH2:26]1)[NH:7][c:8]1[cH:9][n:10][cH:11][cH:12][cH:13]1)[CH3:14]. Starting materials: CC12CCC(C#N)=CC1=CCC1C2CCC2(C)C(C(=O)Sc3ccccn3)CCC12, CCC(N)(CC)c1ccccc1. The product is CCC(CC)(NC(=O)C1CCC2C3CC=C4C=C(C#N)CCC4(C)C3CCC12C)c1ccccc1. As a reaction SMILES: [C:1](#[N:2])[C:3]1=[CH:4][C:5]2=[CH:6][CH2:7][CH:8]3[CH:9]4[CH2:10][CH2:11][CH:12]([C:22]([S:23][c:24]5[cH:25][cH:26][cH:27][cH:28][n:29]5)=[O:30])[C:13]4([CH3:14])[CH2:15][CH2:16][CH:17]3[C:18]2([CH3:21])[CH2:19][CH2:20]1.[CH2:31]([CH3:32])[C:33]([CH2:34][CH3:35])([c:36]1[cH:37][cH:38][cH:39][cH:40][cH:41]1)[NH2:42]>>[C:1](#[N:2])[C:3]1=[CH:4][C:5]2=[CH:6][CH2:7][CH:8]3[CH:9]4[CH2:10][CH2:11][CH:12]([C:22](=[O:30])[NH:42][C:33]([CH2:31][CH3:32])([CH2:34][CH3:35])[c:36]5[cH:37][cH:38][cH:39][cH:40][cH:41]5)[C:13]4([CH3:14])[CH2:15][CH2:16][CH:17]3[C:18]2([CH3:21])[CH2:19][CH2:20]1. Reactants: O=C([O-])[O-], CCCCCCBr, [K+], [K+], CN(C)C=O, O, O=CC1=Cc2cc(O)ccc2OC1. The product is CCCCCCOc1ccc2c(c1)C=C(C=O)CO2. Reaction SMILES: [C:14](=[O:15])([O-:16])[O-:17].[CH2:20]([CH2:21][CH2:22][CH2:23][CH2:24][CH3:25])[Br:26].[K+:18].[K+:19].[O:27]=[CH:28][N:29]([CH3:30])[CH3:31].[OH2:32].[OH:1][c:2]1[cH:3][cH:4][c:5]2[c:6]([cH:13]1)[CH:7]=[C:8]([CH:11]=[O:12])[CH2:9][O:10]2>>[O:1]([c:2]1[cH:3][cH:4][c:5]2[c:6]([cH:13]1)[CH:7]=[C:8]([CH:11]=[O:12])[CH2:9][O:10]2)[CH2:20][CH2:21][CH2:22][CH2:23][CH2:24][CH3:25]. Reaction SMILES: [CH3:17][OH:18].[H:15][H:16].[O:1]=[C:2]1[CH:3]=[C:4]([CH:12]([CH3:13])[CH3:14])[CH:5]([C:8](=[O:9])[O:10][CH3:11])[CH2:6][CH2:7]1>>[O:1]=[C:2]1[CH2:3][CH:4]([CH:12]([CH3:13])[CH3:14])[CH:5]([C:8](=[O:9])[O:10][CH3:11])[CH2:6][CH2:7]1. Product: COC(=O)C1CCC(=O)CC1C(C)C. Starting materials: CO, [H][H], COC(=O)C1CCC(=O)C=C1C(C)C. The reactants are ClC1=C(OCCCCC(=O)O)C=CC(=C1Cl)C(CCC)=O (5-(2,3-Dichloro-4-butyrylphenoxy)valeric acid), C(C)(=O)O (acetic acid), ice water, Cl.CNC (dimethylamine hydrochloride), C=O (paraformaldehyde). The solvent is CN(C=O)C (N,N-dimethylformamide). Run at time 2 hour. Product: ClC1=C(OCCCCC(=O)O)C=CC(=C1Cl)C(C(CC)=C)=O (5-[2,3-Dichloro-4-(2-methylenebutyryl)-phenoxy]valeric acid). Reaction SMILES: [Cl:1][C:2]1[C:15]([Cl:16])=[C:14]([C:17](=[O:21])[CH2:18][CH2:19][CH3:20])[CH:13]=[CH:12][C:3]=1[O:4][CH2:5][CH2:6][CH2:7][CH2:8][C:9]([OH:11])=[O:10].Cl.[CH3:23]NC.C=O.C(O)(=O)C>CN(C)C=O>[Cl:1][C:2]1[C:15]([Cl:16])=[C:14]([C:17](=[O:21])[C:18](=[CH2:23])[CH2:19][CH3:20])[CH:13]=[CH:12][C:3]=1[O:4][CH2:5][CH2:6][CH2:7][CH2:8][C:9]([OH:11])=[O:10] |f:1.2|. Reported procedure: 5-(2,3-Dichloro-4-butyrylphenoxy)valeric acid (9.8 g, 0.029 mole), dimethylamine hydrochloride (15 g, 0.184 mole), paraformaldehyde (2.8 g, 0.09 equivalent) and acetic acid (1 ml) were united and stirred and heated on a steam bath for 3 hours. N,N-dimethylformamide (30 ml) was added and stirring and heating continued for another two hours. The reaction mixture was then poured into ice water and the solid that separated was removed by filtration, washed with water and dried. After recrystallizati... Starting materials: FC1(CCC(CC1)CNC(=O)C=1C=2C=CC(=NC2C=CC1Cl)C1=CC(CC1)=O)F (6-chloro-2-(3-oxo-cyclopent-1-enyl)-quinoline-5-carboxylic acid (4,4-difluoro-cyclohexylmethyl)-amide), C(C)[SiH](CC)CC (triethylsilane). The reagents and catalysts are [Pd] (palladium on carbon). The product is FC1(CCC(CC1)CNC(=O)C=1C=2C=CC(=NC2C=CC1Cl)C1CC(CC1)=O)F (6-Chloro-2-(3-oxo-cyclopentyl)-quinoline-5-carboxylic acid (4,4-difluoro-cyclohexyl methyl)-amide). As a reaction SMILES: [F:1][C:2]1([F:29])[CH2:7][CH2:6][CH:5]([CH2:8][NH:9][C:10]([C:12]2[C:13]3[CH:14]=[CH:15][C:16]([C:23]4[CH2:27][CH2:26][C:25](=[O:28])[CH:24]=4)=[N:17][C:18]=3[CH:19]=[CH:20][C:21]=2[Cl:22])=[O:11])[CH2:4][CH2:3]1.C([SiH](CC)CC)C>[Pd]>[F:29][C:2]1([F:1])[CH2:3][CH2:4][CH:5]([CH2:8][NH:9][C:10]([C:12]2[C:13]3[CH:14]=[CH:15][C:16]([CH:23]4[CH2:27][CH2:26][C:25](=[O:28])[CH2:24]4)=[N:17][C:18]=3[CH:19]=[CH:20][C:21]=2[Cl:22])=[O:11])[CH2:6][CH2:7]1. Procedure details: The title compound was synthesized according to the procedure described in example 126 using 6-chloro-2-(3-oxo-cyclopent-1-enyl)-quinoline-5-carboxylic acid (4,4-difluoro-cyclohexylmethyl)-amide, palladium on carbon and triethylsilane. m/z: 421 [M+H]+ Product: Cn1c([N+](=O)[O-])cnc1-c1nn(CCCl)c(N)c1C#N. Starting materials: CN(C)C=O, ClP(Cl)Cl, FP(F)F, Cn1c([N+](=O)[O-])cnc1-c1nn(CCO)c(N)c1C#N, BrP(Br)Br, O=S(Cl)Cl, c1ccccc1. RXN SMILES: [CH3:37][N:38]([CH3:39])[CH:40]=[O:41].[Cl:1][P:2]([Cl:3])[Cl:4].[F:9][P:10]([F:11])[F:12].[NH2:17][c:18]1[c:19]([C:35]#[N:36])[c:20](-[c:26]2[n:27]([CH3:34])[c:28]([N+:31](=[O:32])[O-:33])[cH:29][n:30]2)[n:21][n:22]1[CH2:23][CH2:24][OH:25].[P:5]([Br:6])([Br:7])[Br:8].[S:13]([Cl:14])([Cl:15])=[O:16].[cH:42]1[cH:43][cH:44][cH:45][cH:46][cH:47]1>>[Cl:15][CH2:24][CH2:23][n:22]1[c:18]([NH2:17])[c:19]([C:35]#[N:36])[c:20](-[c:26]2[n:27]([CH3:34])[c:28]([N+:31](=[O:32])[O-:33])[cH:29][n:30]2)[n:21]1.